The task is: describe an organic reaction: reactants, conditions, products, and yield. This data is from the Open Reaction Database (ORD), a public repository of structured organic reaction records. The reactants are C(C)(C)(C)OC(NCC(C1=CC=CC=C1)N1C(C2=CC=CC=C2C1=O)=O)=O ([2-(1,3-dioxo-1,3-dihydro-isoindol-2-yl)-2-phenyl-ethyl]-carbamic acid tert-butyl ester), O.NN (hydrazine hydrate). The solvent is C1CCOC1 (THF), CO (MeOH). Conditions: temperature 65 celsius. The product is C(C)(C)(C)OC(NCC(C1=CC=CC=C1)N)=O ((2-amino-2-phenyl-ethyl)-carbamic acid tert-butyl ester). As a reaction SMILES: [C:1]([O:5][C:6](=[O:27])[NH:7][CH2:8][CH:9]([N:16]1C(=O)C2C(=CC=CC=2)C1=O)[C:10]1[CH:15]=[CH:14][CH:13]=[CH:12][CH:11]=1)([CH3:4])([CH3:3])[CH3:2].O.NN>C1COCC1.CO>[C:1]([O:5][C:6](=[O:27])[NH:7][CH2:8][CH:9]([NH2:16])[C:10]1[CH:11]=[CH:12][CH:13]=[CH:14][CH:15]=1)([CH3:4])([CH3:2])[CH3:3] |f:1.2|. Procedure details: To a solution of [2-(1,3-dioxo-1,3-dihydro-isoindol-2-yl)-2-phenyl-ethyl]-carbamic acid tert-butyl ester (23 g, 63 mmol) in THF (180 mL) and MeOH (180 mL) was added 85% hydrazine hydrate (37 mL, 630 mmol) slowly. The resulting mixture was heated to 65° C. for 15 hours. The reaction mixture was cooled to room temperature, then concentrated to dryness. The residue was purified by column chromatography on silica gel (dichloromethane:MeOH, 100:1, 1% NH3 H2O) to give (2-amino-2-phenyl-ethyl)-carbamic... Starting materials: CCOC(=O)c1[nH]cc(C#N)c1-c1ccc(Br)cc1, CS(C)=O, CCOC(C)=O, CI, [K+], [K+], O=C([O-])[O-], O. Product: CCOC(=O)c1c(-c2ccc(Br)cc2)c(C#N)cn1C. Reaction SMILES: [CH2:1]([CH3:2])[O:3][C:4](=[O:5])[c:6]1[nH:7][cH:8][c:9]([C:18]#[N:19])[c:10]1-[c:11]1[cH:12][cH:13][c:14]([Br:17])[cH:15][cH:16]1.[CH3:29][S:30]([CH3:31])=[O:32].[CH3:33][CH2:34][O:35][C:36]([CH3:37])=[O:38].[I:26][CH3:27].[K+:20].[K+:21].[O-:22][C:23]([O-:24])=[O:25].[OH2:28]>>[CH2:1]([CH3:2])[O:3][C:4](=[O:5])[c:6]1[n:7]([CH3:23])[cH:8][c:9]([C:18]#[N:19])[c:10]1-[c:11]1[cH:12][cH:13][c:14]([Br:17])[cH:15][cH:16]1. The reactants are C=C1CCN(CC1)C(=O)OC(C)(C)C (tert-butyl 4-methylenepiperidine-1-carboxylate), ClN1C(CCC1=O)=O (N-chlorosuccinimide), C1(=CC=CC=C1)C#CC=NO (3-Phenylprop-2-ynal oxime). Run in CN(C)C=O (DMF), CN(C)C=O (DMF), CN(C)C=O (DMF). Conditions: temperature 0 celsius, time 2 hour. Product: C1(=CC=CC=C1)C#CC1=NOC2(C1)CCN(CC2)C(=O)OC(C)(C)C (Tert-butyl 3-(phenylethynyl)-1-oxa-2,8-diazaspiro[4.5]dec-2-ene-8-carboxylate). Yield: 84.5%. Reaction SMILES: [C:1]1([C:7]#[C:8][CH:9]=[N:10][OH:11])[CH:6]=[CH:5][CH:4]=[CH:3][CH:2]=1.ClN1C(=O)CCC1=O.[CH2:20]=[C:21]1[CH2:26][CH2:25][N:24]([C:27]([O:29][C:30]([CH3:33])([CH3:32])[CH3:31])=[O:28])[CH2:23][CH2:22]1>CN(C=O)C>[C:1]1([C:7]#[C:8][C:9]2[CH2:20][C:21]3([CH2:26][CH2:25][N:24]([C:27]([O:29][C:30]([CH3:31])([CH3:33])[CH3:32])=[O:28])[CH2:23][CH2:22]3)[O:11][N:10]=2)[CH:6]=[CH:5][CH:4]=[CH:3][CH:2]=1. Procedure details: To a solution of Compound 1a (0.35 g, 2.41 mmol) in 3 mL of DMF stirred at r.t. was added N-chlorosuccinimide (0.386 g, 2.89 mmol) and the solution became orange coloured. After 2 h stirring, the solution became yellow and, after additional 2 h stirring, it was cooled to 0° C. and a solution of tert-butyl 4-methylenepiperidine-1-carboxylate (143 mg, 0.73 mmol) in 0.5 mL of DMF was added, followed by a solution of TEA in 0.5 mL of DMF. The cooling bath was removed and the reaction mixture was sti... The reactants are O=C([O-])[O-], CNC(=O)c1c(C)n(C)c2cc(O)ccc12, CCC(=O)c1cc2nccc(Cl)c2s1, [Cs+], [Cs+]. Product: CCC(=O)c1cc2nccc(Oc3ccc4c(C(=O)NC)c(C)n(C)c4c3)c2s1. As a reaction SMILES: [C:31](=[O:32])([O-:33])[O-:34].[CH3:15][NH:16][C:17](=[O:18])[c:19]1[c:20]([CH3:30])[n:21]([CH3:29])[c:22]2[cH:23][c:24]([OH:28])[cH:25][cH:26][c:27]12.[Cl:1][c:2]1[c:3]2[c:4]([n:5][cH:6][cH:7]1)[cH:8][c:9]([C:11]([CH2:12][CH3:13])=[O:14])[s:10]2.[Cs+:35].[Cs+:36]>>[c:2]1([O:28][c:24]2[cH:23][c:22]3[n:21]([CH3:29])[c:20]([CH3:30])[c:19]([C:17]([NH:16][CH3:15])=[O:18])[c:27]3[cH:26][cH:25]2)[c:3]2[c:4]([n:5][cH:6][cH:7]1)[cH:8][c:9]([C:11]([CH2:12][CH3:13])=[O:14])[s:10]2. Run at temperature 120 celsius. Solvent: O1CCOCC1 (dioxane). Product: C(C)OC(=O)C=1C=C2CC(C(NC2=CC1)C=1C=C(C=C(C1)F)C1=CC=C(C=C1)C#N)(C)C (2-(4′-cyano-5-fluoro-biphenyl-3-yl)-3,3-dimethyl-1,2,3,4-tetrahydro-quinoline-6-carboxylic acid ethyl ester). Reagents/catalysts: C1=CC=C(C=C1)P(C2=CC=CC=C2)C3=CC=CC=C3.C1=CC=C(C=C1)P(C2=CC=CC=C2)C3=CC=CC=C3.Cl[Pd]Cl (bis(triphenylphosphine)palladium (II) chloride). RXN SMILES: [CH2:1]([O:3][C:4]([C:6]1[CH:7]=[C:8]2[C:13](=[CH:14][CH:15]=1)[NH:12][CH:11]([C:16]1[CH:21]=[C:20]([F:22])[CH:19]=[C:18](Br)[CH:17]=1)[C:10]([CH3:25])([CH3:24])[CH2:9]2)=[O:5])[CH3:2].[C:26]([C:28]1[CH:33]=[CH:32][C:31](B(O)O)=[CH:30][CH:29]=1)#[N:27].C(=O)([O-])[O-].[Na+].[Na+].C(OCC)(=O)C>O1CCOCC1.C1C=CC(P(C2C=CC=CC=2)C2C=CC=CC=2)=CC=1.C1C=CC(P(C2C=CC=CC=2)C2C=CC=CC=2)=CC=1.Cl[Pd]Cl>[CH2:1]([O:3][C:4]([C:6]1[CH:7]=[C:8]2[C:13](=[CH:14][CH:15]=1)[NH:12][CH:11]([C:16]1[CH:17]=[C:18]([C:31]3[CH:32]=[CH:33][C:28]([C:26]#[N:27])=[CH:29][CH:30]=3)[CH:19]=[C:20]([F:22])[CH:21]=1)[C:10]([CH3:25])([CH3:24])[CH2:9]2)=[O:5])[CH3:2] |f:2.3.4,7.8.9|. Procedure: A mixture of 2-(3-bromo-5-fluoro-phenyl)-3,3-dimethyl-1,2,3,4-tetrahydro-quinoline-6-carboxylic acid ethyl ester (0.41 g, 1.0 mmol), 4-cyanobenzeneboronic acid (0.29 g, 2.0 mmol), bis(triphenylphosphine)palladium (II) chloride (70.2 mg, 0.1 mmol) and 2 M sodium carbonate (1.5 mL, 3.0 mmol) in dioxane (4 mL) was heated for 3 hours at 120° C. After cooling to room temperature, the mixture was treated with ethyl acetate (50 mL) and washed with water (20 mL). The organic layer was dried over anhydro... Yield: 35.0%. Reactants: C(C)OC(=O)C=1C=C2CC(C(NC2=CC1)C1=CC(=CC(=C1)F)Br)(C)C (2-(3-bromo-5-fluoro-phenyl)-3,3-dimethyl-1,2,3,4-tetrahydro-quinoline-6-carboxylic acid ethyl ester), C(#N)C1=CC=C(C=C1)B(O)O (4-cyanobenzeneboronic acid), C([O-])([O-])=O.[Na+].[Na+] (sodium carbonate), C(C)(=O)OCC (ethyl acetate). The reactants are ClCCl, CCN(C(C)C)C(C)C, COC(=O)c1ccc(N)nc1, O=C(Cl)c1ccccc1-c1ccccc1. Yields the product COC(=O)c1ccc(NC(=O)c2ccccc2-c2ccccc2)nc1. As a reaction SMILES: [CH2:36]([Cl:37])[Cl:38].[CH:12]([N:13]([CH2:14][CH3:15])[CH:16]([CH3:17])[CH3:18])([CH3:19])[CH3:20].[NH2:1][c:2]1[cH:3][cH:4][c:5]([C:8](=[O:9])[O:10][CH3:11])[cH:6][n:7]1.[c:21]1(-[c:30]2[cH:31][cH:32][cH:33][cH:34][cH:35]2)[c:22]([C:27](=[O:28])[Cl:29])[cH:23][cH:24][cH:25][cH:26]1>>[NH:1]([c:2]1[cH:3][cH:4][c:5]([C:8](=[O:9])[O:10][CH3:11])[cH:6][n:7]1)[C:27]([c:22]1[c:21](-[c:30]2[cH:31][cH:32][cH:33][cH:34][cH:35]2)[cH:26][cH:25][cH:24][cH:23]1)=[O:28]. Starting materials: FC1=CC=C(C=C1)C1=C(C(=NC(=C1)C1=CC=CC=C1)C)/C=C/C(CC(CC(=O)OC)=O)O ((E)-7-[4-(4-fluorophenyl)-2-methyl-6-phenyl-3-pyridinyl]-5-hydroxy-3-oxo-6-heptenoic acid, methyl ester), C(C)B(CC)CC (triethylborane), [BH4-].[Na+] (NaBH4), CO (methanol). Run in C1CCOC1 (THF). Reaction conditions: time 25 minute. Product: 6E, FC1=CC=C(C=C1)C1=C(C(=NC(=C1)C1=CC=CC=C1)C)C=CC(CC(CC(=O)OC)O)O (7-[4-(4-fluorophenyl)-2-methyl-6-phenyl-3-pyridinyl]-3,5-dihydroxy-6-heptenoic acid, methyl ester). Yield: 79.9%. Reaction SMILES: [F:1][C:2]1[CH:7]=[CH:6][C:5]([C:8]2[CH:13]=[C:12]([C:14]3[CH:19]=[CH:18][CH:17]=[CH:16][CH:15]=3)[N:11]=[C:10]([CH3:20])[C:9]=2/[CH:21]=[CH:22]/[CH:23]([OH:32])[CH2:24][C:25](=[O:31])[CH2:26][C:27]([O:29][CH3:30])=[O:28])=[CH:4][CH:3]=1.C(B(CC)CC)C.[BH4-].[Na+].CO>C1COCC1>[F:1][C:2]1[CH:3]=[CH:4][C:5]([C:8]2[CH:13]=[C:12]([C:14]3[CH:19]=[CH:18][CH:17]=[CH:16][CH:15]=3)[N:11]=[C:10]([CH3:20])[C:9]=2[CH:21]=[CH:22][CH:23]([OH:32])[CH2:24][CH:25]([OH:31])[CH2:26][C:27]([O:29][CH3:30])=[O:28])=[CH:6][CH:7]=1 |f:2.3|. Procedure details: A solution of (E)-7-[4-(4-fluorophenyl)-2-methyl-6-phenyl-3-pyridinyl]-5-hydroxy-3-oxo-6-heptenoic acid, methyl ester (235 mg, 0.54 mmol) in THF (8 ml) was treated with triethylborane (1.0M in THF, 1.13 ml, 1.13 mmol). Twenty milliliters of air was bubbled through the solution and the mixture was stirred at room temperature for 25 minutes. The solution was cooled to -78° C. and treated with NaBH4 (20.7 mg, 0.55 mmol) followed by dropwise addition of dry methanol (1.25 ml). After stirring at -78°...